From a dataset of the Open Reaction Database (ORD), a public repository of structured organic reaction records. describe an organic reaction: reactants, conditions, products, and yield Starting materials: COC(=O)c1[nH]c2ccccc2c1Oc1ccccc1N, CC(=O)O, CCO, O. Reaction SMILES: [CH3:1][O:2][C:3](=[O:4])[c:5]1[nH:6][c:7]2[cH:8][cH:9][cH:10][cH:11][c:12]2[c:13]1[O:14][c:15]1[c:16]([NH2:21])[cH:17][cH:18][cH:19][cH:20]1.[CH3:23][C:24](=[O:25])[OH:26].[CH3:27][CH2:28][OH:29].[OH2:22]>>[O:2]=[C:3]([OH:4])[c:5]1[nH:6][c:7]2[cH:8][cH:9][cH:10][cH:11][c:12]2[c:13]1[O:14][c:15]1[c:16]([NH2:21])[cH:17][cH:18][cH:19][cH:20]1. The product is Nc1ccccc1Oc1c(C(=O)O)[nH]c2ccccc12. The reactants are BrC1C(N(C2=C(CC1)C=CC=C2)CC(=O)OCC)=O (3-bromo-1-ethoxycarbonylmethyl-2,3,4,5-tetrahydro-1H-1-benzazepin-2-one), N[C@@H]1CC(=O)NCCC1 (3-(S)-amino-ε-caprolactam), C(C)#N (acetonitrile). Yields the product C(C)OC(=O)CN1C(C(CCC2=C1C=CC=C2)N[C@@H]2C(NCCCC2)=O)=O (1-ethoxycarbonylmethyl-3-[(2-oxo-(3S)-2,3,4,5,6,7-hexahydro-1H-azepin-3-yl)-amino]-2,3,4,5-tetrahydro-1H-1-benzazepin-2-one). As a reaction SMILES: Br[CH:2]1[CH2:8][CH2:7][C:6]2[CH:9]=[CH:10][CH:11]=[CH:12][C:5]=2[N:4]([CH2:13][C:14]([O:16][CH2:17][CH3:18])=[O:15])[C:3]1=[O:19].N[C@H:21]1[CH2:28][CH2:27][CH2:26][NH:25][C:23](=[O:24])[CH2:22]1.C(#[N:31])C>>[CH2:17]([O:16][C:14]([CH2:13][N:4]1[C:5]2[CH:12]=[CH:11][CH:10]=[CH:9][C:6]=2[CH2:7][CH2:8][CH:2]([NH:31][C@H:22]2[CH2:21][CH2:28][CH2:27][CH2:26][NH:25][C:23]2=[O:24])[C:3]1=[O:19])=[O:15])[CH3:18]. Procedure: A solution of 15.3 g of 3-bromo-1-ethoxycarbonylmethyl-2,3,4,5-tetrahydro-1H-1-benzazepin-2-one and 30 g of 3-(S)-amino-ε-caprolactam [L-(-)-3-aminocaprolactam] in 400 ml of acetonitrile is heated under reflux for 48 hours. The reaction mixture is cooled to room temperature, filtered, and the filtrate is evaporated to dryness. The residue is dissolved in 200 ml methylene chloride, the methylene chloride solution is washed with 2×200 ml of water and then extracted with 2×100 ml of 2N hydrochloric...